From a dataset of the Open Reaction Database (ORD), a public repository of structured organic reaction records. describe an organic reaction: reactants, conditions, products, and yield The reactants are ClC1=NC2=CC(=CC(=C2C(=C1C)Cl)F)F (2,4-dichloro-5,7-difluoro-3-methylquinoline), COC1=NC=CC=C1B(O)O (2-methoxypyridin-3-ylboronic acid), C([O-])([O-])=O.[K+].[K+] (potassium carbonate), palladium tetrakistriphenylphosphine. The solvent is C1(=CC=CC=C1)C (toluene). Run at temperature 100 celsius, time 18 hour. Product: ClC1=C(C(=NC2=CC(=CC(=C12)F)F)C=1C(=NC=CC1)OC)C (4-chloro-5,7-difluoro-2-(2-methoxy-3-pyridinyl)-3-methylquinoline). Reaction SMILES: Cl[C:2]1[C:11]([CH3:12])=[C:10]([Cl:13])[C:9]2[C:4](=[CH:5][C:6]([F:15])=[CH:7][C:8]=2[F:14])[N:3]=1.[CH3:16][O:17][C:18]1[C:23](B(O)O)=[CH:22][CH:21]=[CH:20][N:19]=1.C(=O)([O-])[O-].[K+].[K+]>C1(C)C=CC=CC=1>[Cl:13][C:10]1[C:9]2[C:4](=[CH:5][C:6]([F:15])=[CH:7][C:8]=2[F:14])[N:3]=[C:2]([C:23]2[C:18]([O:17][CH3:16])=[N:19][CH:20]=[CH:21][CH:22]=2)[C:11]=1[CH3:12] |f:2.3.4|. Procedure: To a stirred solution of 2,4-dichloro-5,7-difluoro-3-methylquinoline (1.0 g, 4.03 mmol) in toluene (8.06 mL) was added 2-methoxypyridin-3-ylboronic acid (0.925 g, 6.05 mmol), potassium carbonate (1.67 g, 12.1 mmol) and palladium tetrakistriphenylphosphine (0.466 g, 0.403 mmol). The reaction was stirred at 100° C. and stirring continued for 18 h. The reaction mixture was cooled to rt and concentrated in vacuo. The crude material was purified by column chromatography on silica gel, eluting with (0... RXN SMILES: [CH:1]1([C:4](=[O:11])[CH2:5][C:6]([O:8][CH2:9][CH3:10])=[O:7])[CH2:3][CH2:2]1.[CH:12](OCC)(OCC)[O:13][CH2:14][CH3:15].C(OC(=O)C)(=O)C>>[CH:1]1([C:4](=[O:11])[C:5](=[CH:12][O:13][CH2:14][CH3:15])[C:6]([O:8][CH2:9][CH3:10])=[O:7])[CH2:3][CH2:2]1. Reactants: C1(CC1)C(CC(=O)OCC)=O (Ethyl β-cyclopropyl-β-ketopropionate), C(OCC)(OCC)OCC (triethyl orthoformate), C(C)(=O)OC(C)=O (acetic anhydride). Procedure details: Ethyl β-cyclopropyl-β-ketopropionate (247.0 g, 1.58 mole) [prepared according to the procedure described in J. Am. Chem. Soc., 70, 497 (1948)], triethyl orthoformate (468.3 g, 3.16 mole) and acetic anhydride (484.0 g, 4.74 mole) were combined and the solution was stirred at reflux for 4 h and at ambient temperature for 17 h. The excess reagents were distilled at water aspirator pressure (maximum head temperature permitted was 72° C.) and the oily pot residue was stirred at 10° C. with a mixture ... Product: C1(CC1)C(C(C(=O)OCC)=COCC)=O (Ethyl β-cyclopropyl-α-ethoxymethylene-β-ketopropionate). Yield: 95.9%.